Dataset: the Open Reaction Database (ORD), a public repository of structured organic reaction records. Task: describe an organic reaction: reactants, conditions, products, and yield Reactants: C1(CCCCC1)[NH2+]C1CCCCC1.C(=O)(OCC1=CC=CC=C1)N[C@@H](CC(C(=O)[O-])C(C)(C)C)C(=O)[O-].C1(CCCCC1)[NH2+]C1CCCCC1 (N-carbobenzyloxy-γ-tert.butyl-L-glutamic acid-dicyclohexyl ammonium salt), CC(CCl)(N)C (dimethyl-aminoethylchloride). The product is CN(C)CCOC([C@@H](NC(=O)OCC1=CC=CC=C1)CC(C(=O)O)C(C)(C)C)=O (N-carbobenzyloxi-γ-tert.butyl-L-glutamic acid-dimethylaminoethyl ester), [Cl-].C1(CCCCC1)[NH2+]C1CCCCC1 (dicyclohexyl-ammonium chloride). Reaction SMILES: [CH:1]1([NH2+:7][CH:8]2[CH2:13]CCCC2)CCCCC1.[C:14]([NH:24][C@H:25]([C:35]([O-:37])=[O:36])[CH2:26][CH:27]([C:31]([CH3:34])([CH3:33])[CH3:32])[C:28]([O-:30])=[O:29])([O:16][CH2:17][C:18]1[CH:23]=[CH:22][CH:21]=[CH:20][CH:19]=1)=[O:15].[CH:38]1([NH2+:44][CH:45]2[CH2:50][CH2:49][CH2:48][CH2:47][CH2:46]2)[CH2:43][CH2:42][CH2:41][CH2:40][CH2:39]1.CC(C)(N)C[Cl:54]>>[CH3:38][N:7]([CH2:8][CH2:13][O:36][C:35](=[O:37])[C@H:25]([CH2:26][CH:27]([C:31]([CH3:32])([CH3:33])[CH3:34])[C:28]([OH:30])=[O:29])[NH:24][C:14]([O:16][CH2:17][C:18]1[CH:23]=[CH:22][CH:21]=[CH:20][CH:19]=1)=[O:15])[CH3:1].[Cl-:54].[CH:45]1([NH2+:44][CH:38]2[CH2:39][CH2:40][CH2:41][CH2:42][CH2:43]2)[CH2:46][CH2:47][CH2:48][CH2:49][CH2:50]1 |f:0.1.2,5.6|. Procedure: In said first step, N-carbobenzyloxy-γ-tert.butyl-L-glutamic acid-dicyclohexyl ammonium salt suspended in the organic solvent is reacted with dimethyl-aminoethylchloride in the solution to form N-carbobenzyloxi-γ-tert.butyl-L-glutamic acid-dimethylaminoethyl ester (Intemediate I) and dicyclohexyl-ammonium chloride to be precipitated. Reactants: C1CO1 (ethylene oxide), C(CCCCCC(C)(C)C)(=O)O (neodecanoic acid). Reagents/catalysts: selected catalyst. Run in stainless steel. Reaction conditions: temperature 100 celsius, time 20 minute. Product: C(CCCCCC(C)(C)C)(=O)OCCO (ethylene glycol mononeodecanoate). Reaction SMILES: [CH2:1]1[O:3][CH2:2]1.[C:4]([OH:15])(=[O:14])[CH2:5][CH2:6][CH2:7][CH2:8][CH2:9][C:10]([CH3:13])([CH3:12])[CH3:11]>>[C:4]([O:15][CH2:1][CH2:2][OH:3])(=[O:14])[CH2:5][CH2:6][CH2:7][CH2:8][CH2:9][C:10]([CH3:11])([CH3:12])[CH3:13]. Reported procedure: To a one liter stainless steel autoclave, equipped with a mechanical stirrer, heater, cooling coils, automatic temperature controller, and a tared ethylene oxide cylinder, in a series of runs is added 500 grams neodecanoic acid and 2.0 g of the selected catalyst. The reactor is heated to approximately 100° C. and a gaseous N2 purge of the reactor is introduced to remove both oxygen and water. With continued N2 purging its temperature of the neo acid/catalyst solution is gradually raised to 150° ... Starting materials: CC(C)([O-])C.[K+] (potassium t-butoxide), C(C)C1OC2=C3C(NC1=O)=C1CCCCC1=NC3=CC=C2 (3-ethyl-1,3,9,10,11,12-hexahydro-2H-quino[4,3,2-ef][1,4]benzoxazepin-2-one), CI (methyl iodide). The solvent is O1CCCC1 (tetrahydrofuran). Reaction conditions: time 20 minute. Product: C(C)C1OC2=C3C(N(C1=O)C)=C1CCCCC1=NC3=CC=C2 (3-ethyl-1,3,9,10,11,12-hexahydro-1-methyl-2H-quino[4,3,2-ef][1,4]benzoxazepin-2-one). Isolated yield 68.4%. Reaction SMILES: [CH2:1]([CH:3]1[C:9](=[O:10])[NH:8][C:7]2=[C:11]3[C:16](=[N:17][C:18]4=[CH:19][CH:20]=[CH:21][C:5](=[C:6]24)[O:4]1)[CH2:15][CH2:14][CH2:13][CH2:12]3)[CH3:2].[CH3:22]C(C)([O-])C.[K+].CI>O1CCCC1>[CH2:1]([CH:3]1[C:9](=[O:10])[N:8]([CH3:22])[C:7]2=[C:11]3[C:16](=[N:17][C:18]4=[CH:19][CH:20]=[CH:21][C:5](=[C:6]24)[O:4]1)[CH2:15][CH2:14][CH2:13][CH2:12]3)[CH3:2] |f:1.2|. Reported procedure: To a suspension of 3-ethyl-1,3,9,10,11,12-hexahydro-2H-quino[4,3,2-ef][1,4]benzoxazepin-2-one (5.0 g) in dry tetrahydrofuran (150 ml) was added potassium t-butoxide (3.0 g), with stirring. After 20 mins, methyl iodide (1.66) was added, and the reaction mixture was stirred at room temperature overnight. The reaction mixture was concentrated, diluted with saturated potassium carbonate solution, and extracted with 2-butanone. The organic extracts were dried over anhydrous magnesium sulfate and conc... Reactants: Cl.NO (hydroxylamine hydrochloride), CC1=C2C3CCCCC3C(C2=C(C(=C1)C)O)=O (5,7-dimethyl-8-hydroxy-1,2,3,4,4a,9a-hexahydro-9-fluorenone). Solvent: N1=CC=CC=C1 (pyridine). Yields the product CC1=C2C3CCCCC3C(C2=C(C(=C1)C)O)=NO (5,7-dimethyl-8-hydroxy-1,2,3,4,4a,9a-hexahydro-9-fluorenone oxime). RXN SMILES: Cl.[NH2:2][OH:3].[CH3:4][C:5]1[CH:17]=[C:16]([CH3:18])[C:15]([OH:19])=[C:14]2[C:6]=1[CH:7]1[CH:12]([C:13]2=O)[CH2:11][CH2:10][CH2:9][CH2:8]1>N1C=CC=CC=1>[CH3:4][C:5]1[CH:17]=[C:16]([CH3:18])[C:15]([OH:19])=[C:14]2[C:6]=1[CH:7]1[CH:12]([C:13]2=[N:2][OH:3])[CH2:11][CH2:10][CH2:9][CH2:8]1 |f:0.1|. Procedure details: 7.99 Grams of hydroxylamine hydrochloride was added to a solution prepared by dissolving 17.22 g of 5,7-dimethyl-8-hydroxy-1,2,3,4,4a,9a-hexahydro-9-fluorenone in 100 ml of pyridine and the mixture was refluxed under heating for 2 hours. Pyridine was distilled off under reduced pressure and the resulting residue was extracted with 300 ml of chloroform. The extract was washed with water 1% hydrochloric acid and then with saturated aqueous sodium chloride solution and then dried with anhydrous mag... Starting materials: O(C1=CC=CC=C1)C1=CC=C(C=O)C=C1 (4-phenoxybenzaldehyde), B (borane), [NH4+].[Cl-] (NH4Cl). Solvent: C(C)(=O)OCC (ethyl acetate), C1CCOC1 (THF). Product: O(C1=CC=CC=C1)C1=CC=C(CO)C=C1 (4-Phenoxybenzyl alcohol). Yield: 92.0%. Reaction SMILES: [O:1]([C:8]1[CH:15]=[CH:14][C:11]([CH:12]=[O:13])=[CH:10][CH:9]=1)[C:2]1[CH:7]=[CH:6][CH:5]=[CH:4][CH:3]=1.B.[NH4+].[Cl-]>C1COCC1.C(OCC)(=O)C>[O:1]([C:8]1[CH:9]=[CH:10][C:11]([CH2:12][OH:13])=[CH:14][CH:15]=1)[C:2]1[CH:3]=[CH:4][CH:5]=[CH:6][CH:7]=1 |f:2.3|. Procedure details: A 0° C. solution of 4-phenoxybenzaldehyde (5.0 g, 25.2 mmol) in 10 mL THF under an atmosphere of dry N2 was treated with borane (1.0M in THF, 11.25 mL) for 1 hour. A saturated NH4Cl solution was added, and the mixture was diluted with ethyl acetate. The organic layer was washed with 1M HCl, 5% NaHCO3 and brine, dried and concentrated in vacuo to give the title compound in 92% yield. Reactants: ClCC1=NC(=CC=C1)SCC1CC1 (2-Chloromethyl-6-cyclopropylmethylsulfanyl-pyridine), C(C)OC(CCC1=CC(=C(C=C1)O)F)=O (3-(3-fluoro-4-hydroxy-phenyl)-propionic acid ethyl ester). Product: C1(CC1)CSC1=CC=CC(=N1)COC1=C(C=C(C=C1)CCC(=O)O)F (3-[4-(6-cyclopropylmethylsulfanyl-pyridin-2-ylmethoxy)-3-fluoro-phenyl]-propionic acid). The yield is 85.0%. Reaction SMILES: Cl[CH2:2][C:3]1[CH:8]=[CH:7][CH:6]=[C:5]([S:9][CH2:10][CH:11]2[CH2:13][CH2:12]2)[N:4]=1.C([O:16][C:17](=[O:28])[CH2:18][CH2:19][C:20]1[CH:25]=[CH:24][C:23]([OH:26])=[C:22]([F:27])[CH:21]=1)C>>[CH:11]1([CH2:10][S:9][C:5]2[N:4]=[C:3]([CH2:2][O:26][C:23]3[CH:24]=[CH:25][C:20]([CH2:19][CH2:18][C:17]([OH:28])=[O:16])=[CH:21][C:22]=3[F:27])[CH:8]=[CH:7][CH:6]=2)[CH2:13][CH2:12]1. Reported procedure: 2-Chloromethyl-6-cyclopropylmethylsulfanyl-pyridine (0.030 g, 0.14 mmol) obtained in Step D of Preparation Example 20 and 3-(3-fluoro-4-hydroxy-phenyl)-propionic acid ethyl ester (0.030 g, 0.14 mmol) obtained in Step C of Preparation Example 6 were used to react sequentially in the same manner as in Steps A and B of Example 1 to obtain the title compound (0.043 g, 86%).